This data is from the Open Reaction Database (ORD), a public repository of structured organic reaction records. The task is: describe an organic reaction: reactants, conditions, products, and yield The reactants are C=1C=CC2=C(C1)N=NN2O (HOBt), C(C)N=C=NCCCN(C)C (1-ethyl-3-(3-dimethylaminopropyl)carbodiimide), ice, NCC1=C(C(=C2C(=N1)SC=1CN(CCC12)CC1=CC=CC=C1)C1=CC(=C(C=C1)OC)OC)Cl (2-aminomethyl-7-benzyl-3-chloro-4-(3,4-dimethoxyphenyl)-5,6,7,8-tetrahydrothieno[2,3-b:5,4-c']dipyridine), N1(N=CN=C1)CC(=O)O ((1,2,4-triazol-1-yl)acetic acid). Solvent: O (water), CN(C=O)C (N,N-dimethylformamide). Conditions: time 8 hour. The product is C(C1=CC=CC=C1)N1CC2=C(CC1)C=1C(=NC(=C(C1C1=CC(=C(C=C1)OC)OC)Cl)CNC(CN1N=CN=C1)=O)S2 (7-benzyl-3-chloro-4-(3,4-dimethoxyphenyl)-5,6,7,8-tetrahydro-2-(1,2,4-triazol-1-ylacetylaminomethyl)thieno[2,3-b:5,4-c']dipyridine). The yield is 44.8%. As a reaction SMILES: C1C=CC2N(O)N=NC=2C=1.C(N=C=NCCCN(C)C)C.[NH2:22][CH2:23][C:24]1[N:29]=[C:28]2[S:30][C:31]3[CH2:32][N:33]([CH2:37][C:38]4[CH:43]=[CH:42][CH:41]=[CH:40][CH:39]=4)[CH2:34][CH2:35][C:36]=3[C:27]2=[C:26]([C:44]2[CH:49]=[CH:48][C:47]([O:50][CH3:51])=[C:46]([O:52][CH3:53])[CH:45]=2)[C:25]=1[Cl:54].[N:55]1([CH2:60][C:61](O)=[O:62])[CH:59]=[N:58][CH:57]=[N:56]1>O.CN(C)C=O>[CH2:37]([N:33]1[CH2:34][CH2:35][C:36]2[C:27]3[C:28]([S:30][C:31]=2[CH2:32]1)=[N:29][C:24]([CH2:23][NH:22][C:61](=[O:62])[CH2:60][N:55]1[CH:59]=[N:58][CH:57]=[N:56]1)=[C:25]([Cl:54])[C:26]=3[C:44]1[CH:49]=[CH:48][C:47]([O:50][CH3:51])=[C:46]([O:52][CH3:53])[CH:45]=1)[C:38]1[CH:39]=[CH:40][CH:41]=[CH:42][CH:43]=1. Procedure: N-hydroxybenotriazole (HOBt) (0.427 g) and 1-ethyl-3-(3-dimethylaminopropyl)carbodiimide (WSC) (0.535 g) were added to an ice-cooled mixture of the compound (1.0 g) obtained in Example 18B, (1,2,4-triazol-1-yl)acetic acid (0.325 g) and N,N-dimethylformamide (DMF) (20 ml), the mixture was stirred at room temperature for 8 hours, poured over water and extracted with ethyl acetate. The ethyl acetate layer was washed with water, dried (MgSO4) and concentrated under reduced pressure. The residue was ...